From a dataset of the Open Reaction Database (ORD), a public repository of structured organic reaction records. describe an organic reaction: reactants, conditions, products, and yield The reactants are FC1=C(C=CC(=C1)F)CN ((2,4-difluorophenyl)methanamine), C(C)(C)(C)OC(=O)C1=C(C=CC=C1)C1=CC=C(C=C1)CN1C(=C(C2=CC(=CC=C12)C(=O)O)C)C (1-((2′-(tert-butoxycarbonyl)-[1,1′-biphenyl]-4-yl)methyl)-2,3-dimethyl-1H-indole-5-carboxylic acid). Yields the product FC1=C(CNC(=O)C=2C=C3C(=C(N(C3=CC2)CC2=CC=C(C=C2)C=2C(=CC=CC2)C(=O)O)C)C)C=CC(=C1)F (4′-((5-((2,4-difluorobenzyl)carbamoyl)-2,3-dimethyl-1H-indol-1-yl)methyl)-[1,1′-biphenyl]-2-carboxylic acid). RXN SMILES: [F:1][C:2]1[CH:7]=[C:6]([F:8])[CH:5]=[CH:4][C:3]=1[CH2:9][NH2:10].C([O:15][C:16]([C:18]1[CH:23]=[CH:22][CH:21]=[CH:20][C:19]=1[C:24]1[CH:29]=[CH:28][C:27]([CH2:30][N:31]2[C:39]3[C:34](=[CH:35][C:36]([C:40](O)=[O:41])=[CH:37][CH:38]=3)[C:33]([CH3:43])=[C:32]2[CH3:44])=[CH:26][CH:25]=1)=[O:17])(C)(C)C>>[F:1][C:2]1[CH:7]=[C:6]([F:8])[CH:5]=[CH:4][C:3]=1[CH2:9][NH:10][C:40]([C:36]1[CH:35]=[C:34]2[C:39](=[CH:38][CH:37]=1)[N:31]([CH2:30][C:27]1[CH:26]=[CH:25][C:24]([C:19]3[C:18]([C:16]([OH:17])=[O:15])=[CH:23][CH:22]=[CH:21][CH:20]=3)=[CH:29][CH:28]=1)[C:32]([CH3:44])=[C:33]2[CH3:43])=[O:41]. Procedure: The title compound was prepared following the same general protocol as described in Step 8-9, Example 1, using the (2,4-difluorophenyl)methanamine and the 1-((2′-(tert-butoxycarbonyl)-[1,1′-biphenyl]-4-yl)methyl)-2,3-dimethyl-1H-indole-5-carboxylic acid. ESI-MS (m/z): 525 [M+H]+. Starting materials: Cl.C(C1=CC=CC=C1)OC1=C2CCCC(C2=CC=C1)C(=O)N(CC=1C=NNC1)C=1C=NC(=CC1)C(C)C (5-benzyloxy-N-(6-isopropylpyridin-3-yl)-N-[(pyrazol-4-yl)methyl]-1,2,3,4-tetrahydronaphthalene-1-carboxamide hydrochloride), BrC1=CC=C(CCl)C=C1 (4-bromobenzyl chloride). Product: C(C1=CC=CC=C1)OC1=C2CCCC(C2=CC=C1)C(=O)N(C=1C=NC(=CC1)C(C)C)CC=1C=NN(C1)CC1=CC=C(C=C1)Br (5-benzyloxy-N-({1-[(4-bromophenyl)methyl]pyrazol-4-yl}methyl)-N-(6-isopropylpyridin-3-yl)-1,2,3,4-tetrahydronaphthalene-1-carboxamide). The yield is 84.7%. RXN SMILES: Cl.[CH2:2]([O:9][C:10]1[CH:19]=[CH:18][CH:17]=[C:16]2[C:11]=1[CH2:12][CH2:13][CH2:14][CH:15]2[C:20]([N:22]([C:29]1[CH:30]=[N:31][C:32]([CH:35]([CH3:37])[CH3:36])=[CH:33][CH:34]=1)[CH2:23][C:24]1[CH:25]=[N:26][NH:27][CH:28]=1)=[O:21])[C:3]1[CH:8]=[CH:7][CH:6]=[CH:5][CH:4]=1.[Br:38][C:39]1[CH:46]=[CH:45][C:42]([CH2:43]Cl)=[CH:41][CH:40]=1>>[CH2:2]([O:9][C:10]1[CH:19]=[CH:18][CH:17]=[C:16]2[C:11]=1[CH2:12][CH2:13][CH2:14][CH:15]2[C:20]([N:22]([CH2:23][C:24]1[CH:25]=[N:26][N:27]([CH2:43][C:42]2[CH:45]=[CH:46][C:39]([Br:38])=[CH:40][CH:41]=2)[CH:28]=1)[C:29]1[CH:30]=[N:31][C:32]([CH:35]([CH3:37])[CH3:36])=[CH:33][CH:34]=1)=[O:21])[C:3]1[CH:8]=[CH:7][CH:6]=[CH:5][CH:4]=1 |f:0.1|. Procedure details: By the reaction and treatment in the same manner as in Example 271 using 5-benzyloxy-N-(6-isopropylpyridin-3-yl)-N-[(pyrazol-4-yl)methyl]-1,2,3,4-tetrahydronaphthalene-1-carboxamide hydrochloride (0.78 g) and 4-bromobenzyl chloride (0.75 g) as starting materials, 5-benzyloxy-N-({1-[(4-bromophenyl)methyl]pyrazol-4-yl}methyl)-N-(6-isopropylpyridin-3-yl)-1,2,3,4-tetrahydronaphthalene-1-carboxamide (0.83 g) was obtained. The reactants are C(=O)([O-])[O-].[Cs+].[Cs+] (Cs2CO3), BrC1=CC=C(C=C1)I (1-bromo-4-iodo-benzene), C1=CC2=C(C3=C(C=CC=N3)C=C2)N=C1 (o-phenanthroline), C1(CCCCC1)O (cyclohexanol). The reagents and catalysts are [Cu]I (copper(I) iodide). The solvent is C1(=CC=CC=C1)C (toluene). Run at temperature 120 celsius, time 15 hour. Product: BrC1=CC=C(C=C1)OC1CCCCC1 (1-Bromo-4-cyclohexyloxy-benzene). As a reaction SMILES: [Br:1][C:2]1[CH:7]=[CH:6][C:5](I)=[CH:4][CH:3]=1.C1C=NC2C3N=CC=CC=3C=CC=2C=1.[CH:23]1([OH:29])[CH2:28][CH2:27][CH2:26][CH2:25][CH2:24]1.C([O-])([O-])=O.[Cs+].[Cs+]>C1(C)C=CC=CC=1.[Cu]I>[Br:1][C:2]1[CH:7]=[CH:6][C:5]([O:29][CH:23]2[CH2:28][CH2:27][CH2:26][CH2:25][CH2:24]2)=[CH:4][CH:3]=1 |f:3.4.5|. Procedure: To a stirred mixture of 1-bromo-4-iodo-benzene, (1.00 g, 3.53 mmol), o-phenanthroline (255 mg, 1.41 mmol) and cyclohexanol (1.770 g, 17.67 mmol) in toluene (1.500 mL) was added copper(I) iodide (135 mg, 0.707 mmol) and Cs2CO3 (2.879 g, 8.837 mmol). The resulting mixture was then stirred at 120° C. in a sealed tube for 15 hours. The solvent was then removed under reduced pressure and the product was purified by flash chromatography (eluted by hexane). 1H NMR (400 MHz, MeOD) δ1.32-1.65 (m, 6H), 1.... Reactants: CC(C)(C)OC(=O)N1CCOC(COCc2ccccc2)C1, CO, [H][H]. Yields the product CC(C)(C)OC(=O)N1CCOC(CO)C1. RXN SMILES: [C:1]([CH3:2])([CH3:3])([CH3:4])[O:5][C:6](=[O:7])[N:8]1[CH2:9][CH:10]([CH2:14][O:15][CH2:16][c:17]2[cH:18][cH:19][cH:20][cH:21][cH:22]2)[O:11][CH2:12][CH2:13]1.[CH3:25][OH:26].[H:23][H:24]>>[C:1]([CH3:2])([CH3:3])([CH3:4])[O:5][C:6](=[O:7])[N:8]1[CH2:9][CH:10]([CH2:14][OH:15])[O:11][CH2:12][CH2:13]1. The reactants are CN(C)CC1NCCC1 (2-dimethylaminomethyl-pyrrolidine), ClC1=CC(=C(N)C=C1Cl)[N+](=O)[O-] (4,5-dichloro-2-nitroaniline), C([O-])([O-])=O.[K+].[K+] (potassium carbonate). Solvent: CS(=O)C (DMSO). The product is ClC1=CC(=C(N)C=C1N1C(CCC1)CN(C)C)[N+](=O)[O-] (4-Chloro-5-(2-dimethylaminomethyl-pyrrolidin-1-yl)-2-nitroaniline). As a reaction SMILES: [CH3:1][N:2]([CH2:4][CH:5]1[CH2:9][CH2:8][CH2:7][NH:6]1)[CH3:3].[Cl:10][C:11]1[C:17](Cl)=[CH:16][C:14]([NH2:15])=[C:13]([N+:19]([O-:21])=[O:20])[CH:12]=1.C(=O)([O-])[O-].[K+].[K+]>CS(C)=O>[Cl:10][C:11]1[C:17]([N:6]2[CH2:7][CH2:8][CH2:9][CH:5]2[CH2:4][N:2]([CH3:3])[CH3:1])=[CH:16][C:14]([NH2:15])=[C:13]([N+:19]([O-:21])=[O:20])[CH:12]=1 |f:2.3.4|. Procedure details: The sub-title compound was prepared from 2-dimethylaminomethyl-pyrrolidine (270 mg, 2.1 mmol), 4,5-dichloro-2-nitroaniline (300 mg, 1.5 mmol) and potassium carbonate (300 mg, 2.2 mmol) in DMSO (3 mL) in analogy to the method described in example 3 step (a). Starting materials: N1(CCCC1)CC1NCCC2=C(C=CC=C12)OC (1-(pyrrolidin-1-yl)methyl-5-methoxy1,2,3,4-tetrahydroisoquinoline), FC(C1=CC=C(C=C1)CC(=O)Cl)(F)F (4-trifluoromethylphenyl acetyl chloride). Solvent: C(Cl)(Cl)Cl (chloroform), C(Cl)(Cl)Cl (chloroform). Reaction conditions: time 8 hour. Product: Cl.N1(CCCC1)CC1(NCCC2=C(C=CC=C12)OC)C(CC1=CC=C(C=C1)C(F)(F)F)=O (1-(pyrrolidin-1-yl)methyl-2-(4-trifluoromethylphenyl)acetyl5-methoxy-1,2,3,4-tetrahydroisoquinoline hydrochloride). As a reaction SMILES: [N:1]1([CH2:6][CH:7]2[C:16]3[C:11](=[C:12]([O:17][CH3:18])[CH:13]=[CH:14][CH:15]=3)[CH2:10][CH2:9][NH:8]2)[CH2:5][CH2:4][CH2:3][CH2:2]1.[F:19][C:20]([F:32])([F:31])[C:21]1[CH:26]=[CH:25][C:24]([CH2:27][C:28]([Cl:30])=[O:29])=[CH:23][CH:22]=1>C(Cl)(Cl)Cl>[ClH:30].[N:1]1([CH2:6][C:7]2([C:28](=[O:29])[CH2:27][C:24]3[CH:23]=[CH:22][C:21]([C:20]([F:31])([F:19])[F:32])=[CH:26][CH:25]=3)[C:16]3[C:11](=[C:12]([O:17][CH3:18])[CH:13]=[CH:14][CH:15]=3)[CH2:10][CH2:9][NH:8]2)[CH2:5][CH2:4][CH2:3][CH2:2]1 |f:3.4|. Procedure: 750 mg (3.05 mmoles) of 1-(pyrrolidin-1-yl)methyl-5-methoxy1,2,3,4-tetrahydroisoquinoline were dissolved in 10 ml of dry chloroform. 810 mg (3.64 mmoles) of 4-trifluoromethylphenyl acetyl chloride, dissolved in 10 ml of chloroform, were added dropwise to the solution at 0° C. The reaction mixture was allowed to reach room temperature and left overnight. Reactants: N#CC(O)c1cccc(Oc2ccccc2)c1, CCC(C)OC(=O)C(Br)=CC1C(C(=O)O)C1(C)C. The product is CCC(C)OC(=O)C(Br)=CC1C(C(=O)OC(C#N)c2cccc(Oc3ccccc3)c2)C1(C)C. Reaction SMILES: [C:19](#[N:20])[CH:21]([c:22]1[cH:23][c:24]([O:28][c:29]2[cH:30][cH:31][cH:32][cH:33][cH:34]2)[cH:25][cH:26][cH:27]1)[OH:35].[CH3:1][C:2]1([CH3:18])[CH:3]([C:15](=[O:16])[OH:17])[CH:4]1[CH:5]=[C:6]([C:7]([O:8][CH:9]([CH2:10][CH3:11])[CH3:12])=[O:13])[Br:14]>>[CH3:1][C:2]1([CH3:18])[CH:3]([C:15](=[O:16])[O:17][CH:21]([C:19]#[N:20])[c:22]2[cH:23][c:24]([O:28][c:29]3[cH:30][cH:31][cH:32][cH:33][cH:34]3)[cH:25][cH:26][cH:27]2)[CH:4]1[CH:5]=[C:6]([C:7]([O:8][CH:9]([CH2:10][CH3:11])[CH3:12])=[O:13])[Br:14].